This data is from the Open Reaction Database (ORD), a public repository of structured organic reaction records. The task is: describe an organic reaction: reactants, conditions, products, and yield Reactants: COc1ccc(CN(Cc2ccc(OC)cc2)c2nc(C)nc(-c3cc(C(C)N4CCN(S(C)(=O)=O)CC4)cnc3Nc3ccc(Cl)nc3)n2)cc1, O=C(O)C(F)(F)F, O=S(=O)(O)C(F)(F)F. The product is Cc1nc(N)nc(-c2cc(C(C)N3CCN(S(C)(=O)=O)CC3)cnc2Nc2ccc(Cl)nc2)n1. RXN SMILES: [Cl:1][c:2]1[cH:3][cH:4][c:5]([NH:8][c:9]2[n:10][cH:11][c:12]([CH:41]([CH3:42])[N:43]3[CH2:44][CH2:45][N:46]([S:49](=[O:50])(=[O:51])[CH3:52])[CH2:47][CH2:48]3)[cH:13][c:14]2-[c:15]2[n:16][c:17]([N:22]([CH2:23][c:24]3[cH:25][cH:26][c:27]([O:28][CH3:29])[cH:30][cH:31]3)[CH2:32][c:33]3[cH:34][cH:35][c:36]([O:37][CH3:38])[cH:39][cH:40]3)[n:18][c:19]([CH3:21])[n:20]2)[cH:6][n:7]1.[F:61][C:62]([F:63])([F:64])[C:65]([OH:66])=[O:67].[OH:53][S:54]([C:55]([F:56])([F:57])[F:58])(=[O:59])=[O:60]>>[Cl:1][c:2]1[cH:3][cH:4][c:5]([NH:8][c:9]2[n:10][cH:11][c:12]([CH:41]([CH3:42])[N:43]3[CH2:44][CH2:45][N:46]([S:49](=[O:50])(=[O:51])[CH3:52])[CH2:47][CH2:48]3)[cH:13][c:14]2-[c:15]2[n:16][c:17]([NH2:22])[n:18][c:19]([CH3:21])[n:20]2)[cH:6][n:7]1. Reactants: C[O-].[Na+] (Sodium methoxide), NC1=C(C(=NS1)C)Cl (5-amino-4-chloro-3-methylisothiazole), C(C)OC(CC1=CC2=CN(N=C2C=C1)CC(C)C)=O (ethyl[2-(2-methylpropyl)indazol-5-yl]acetate). Run in O1CCCC1 (tetrahydrofuran), O1CCCC1 (THF). Reaction conditions: time 15 minute. Product: ClC=1C(=NSC1NC(CC1=CC2=CN(N=C2C=C1)CC(C)C)=O)C (N-(4-chloro-3-methylisothiazol-5-yl)-[2-(2-methylpropyl)indazol-5-yl]acetamide). The yield is 69.3%. RXN SMILES: C[O-].[Na+].[NH2:4][C:5]1[S:9][N:8]=[C:7]([CH3:10])[C:6]=1[Cl:11].C([O:14][C:15](=O)[CH2:16][C:17]1[CH:25]=[CH:24][C:23]2[C:19](=[CH:20][N:21]([CH2:26][CH:27]([CH3:29])[CH3:28])[N:22]=2)[CH:18]=1)C>O1CCCC1>[Cl:11][C:6]1[C:7]([CH3:10])=[N:8][S:9][C:5]=1[NH:4][C:15](=[O:14])[CH2:16][C:17]1[CH:25]=[CH:24][C:23]2[C:19](=[CH:20][N:21]([CH2:26][CH:27]([CH3:28])[CH3:29])[N:22]=2)[CH:18]=1 |f:0.1|. Procedure: Sodium methoxide (0.42 g, 0.0078 mol) was added to a solution of 5-amino-4-chloro-3-methylisothiazole (0.46 g, 0.0031 mol) in tetrahydrofuran (THF) (15 ml) and the mixture was stirred at ambient temperature for 15 minutes. A solution of ethyl[2-(2-methylpropyl)indazol-5-yl]acetate (0.80 g, 0.0031 mol) in THF was added dropwise and, once the addition was complete, the mixture was stirred at ambient temperature for 3 hours. The mixture was partitioned between ethyl acetate and saturated aqueous am... Reactants: CCOC(=O)C (EtOAc), BrC1=C(C=C(C=C1)Cl)C (2-bromo-5-chloro-toluene), C1CC(=O)N(C1=O)Br (NBS), CC(C)(C#N)N=NC(C)(C)C#N (AIBN). Run in C(Cl)(Cl)(Cl)Cl (carbon tetrachloride), CCCCCC (hexane). Reaction conditions: time 4 hour. The product is BrC1=C(C=C(C=C1)Cl)CBr (1-bromo-2-(bromomethyl)-4-chlorobenzene). RXN SMILES: [Br:1][C:2]1[CH:7]=[CH:6][C:5]([Cl:8])=[CH:4][C:3]=1[CH3:9].C1C(=O)N([Br:17])C(=O)C1.CC(N=NC(C#N)(C)C)(C#N)C.CCOC(C)=O>C(Cl)(Cl)(Cl)Cl.CCCCCC>[Br:1][C:2]1[CH:7]=[CH:6][C:5]([Cl:8])=[CH:4][C:3]=1[CH2:9][Br:17]. Procedure: A mixture of 2-bromo-5-chloro-toluene (2.00 g, 9.75 mmol), NBS (2.08 g, 11.7 mmol) and catalytic amount of AIBN in carbon tetrachloride (50 ml) was stirred under refluxing conditions for 4 h. TLC (EtOAc:hexane=5:95) showed no starting material. The mixture was filtered and the filtrate was concentrated. The title compound was obtained as a white solid after flash column using EtOAc:hexane=5:95 as the elute. 1H NMR (CDCl3, 500 MHz) δ 7.53 (d, J=9.0 Hz, 1H), 7.47 (d, J=2.5 Hz, 1H), 7.18 (dd, J=8.5... Product: C(C)(C)(C)OC(N[C@H](C=O)CC1=CC=CC=C1)=O (tert-Butyl-[(2S)-1-oxo-3-phenylpropan-2-yl]carbamate). Solvent: CC1OCCC1 (2-methyltetrahydrofuran), O (water). Conditions: temperature 0 celsius, time 30 minute. Starting materials: S(=O)(=O)(O)[O-].[K+] (potassium hydrogen sulfate), [H-].[Al+3].[Li+].[H-].[H-].[H-] (lithium aluminum hydride), C1CCOC1 (THF), C(C)(C)(C)OC(=O)N[C@@H](CC1=CC=CC=C1)C(=O)N(C)OC (Nα-(tert-butoxycarbonyl)-N-methoxy-N-methyl-L-phenylalanine-amide). As a reaction SMILES: [C:1]([O:5][C:6]([NH:8][C@H:9]([C:17](N(OC)C)=[O:18])[CH2:10][C:11]1[CH:16]=[CH:15][CH:14]=[CH:13][CH:12]=1)=[O:7])([CH3:4])([CH3:3])[CH3:2].[H-].[Al+3].[Li+].[H-].[H-].[H-].C1COCC1.S([O-])(O)(=O)=O.[K+]>CC1CCCO1.O>[C:1]([O:5][C:6](=[O:7])[NH:8][C@@H:9]([CH2:10][C:11]1[CH:16]=[CH:15][CH:14]=[CH:13][CH:12]=1)[CH:17]=[O:18])([CH3:4])([CH3:2])[CH3:3] |f:1.2.3.4.5.6,8.9|. Procedure: 1090 mg (3.5 mmol) Nα-(tert-butoxycarbonyl)-N-methoxy-N-methyl-L-phenylalanine-amide was dissolved in 20 mL 2-methyltetrahydrofuran and cooled to 0° C. Then 4.2 mL (4.2 mmol) of a 1M lithium aluminum hydride solution was added slowly to THF, and the reaction mixture was stirred for 30 min at 0° C. Next 5% aqueous potassium hydrogen sulfate solution was added cautiously. The batch was then diluted with water and extracted with MTBE. The organic phase was dried over magnesium sulfate and concentra... The reactants are O=C([O-])O, CCC1(C)CC2(NC(=O)N(C)C2=O)C(C)C(C)(CC)N1, O=CO, [Na+]. Yields the product CCC1(C)CC2(NC(=O)N(C)C2=O)C(C)C(C)(CC)N1C. As a reaction SMILES: [C:21](=[O:22])([O-:23])[OH:24].[CH2:1]([CH3:2])[C:3]1([CH3:20])[CH:4]([CH3:19])[C:5]2([C:6](=[O:12])[N:7]([CH3:11])[C:8](=[O:10])[NH:9]2)[CH2:13][C:14]([CH3:16])([CH2:17][CH3:18])[NH:15]1.[CH:26]([OH:27])=[O:28].[Na+:25]>>[CH2:1]([CH3:2])[C:3]1([CH3:20])[CH:4]([CH3:19])[C:5]2([C:6](=[O:12])[N:7]([CH3:11])[C:8](=[O:10])[NH:9]2)[CH2:13][C:14]([CH3:16])([CH2:17][CH3:18])[N:15]1[CH3:21]. Reactants: FC1=C(N)C=C(C=C1)C(F)(F)F (2-fluoro-5-trifluoromethylaniline), SC=1SC2=C(N1)C(=CC=C2)C(F)(F)F (2-mercapto-4-trifluoromethyl-1,3-benzothiazole), ClC=1SC2=C(N1)C=C(C=C2)Cl (2,5-dichloro-1,3-benzothiazole). Reaction conditions: temperature 100 celsius. The product is ClC=1SC2=C(N1)C(=CC=C2)C(F)(F)F (2-Chloro-4-trifluoromethyl-1,3-benzothiazole). RXN SMILES: F[C:2]1[CH:8]=[CH:7][C:6]([C:9]([F:12])([F:11])[F:10])=[CH:5][C:3]=1N.SC1SC2C=CC=C(C(F)(F)F)C=2N=1.[Cl:27][C:28]1[S:29]C2C=CC(Cl)=CC=2[N:32]=1>>[Cl:27][C:28]1[S:29][C:3]2[CH:2]=[CH:8][CH:7]=[C:6]([C:9]([F:12])([F:11])[F:10])[C:5]=2[N:32]=1. Reported procedure: The title compound was prepared from 2-fluoro-5-trifluoromethylaniline via 2-mercapto-4-trifluoromethyl-1,3-benzothiazole as described for 2,5-dichloro-1,3-benzothiazole except that in the first step the reaction mixture was heated to 100° C. for 6 h. The product is COc1ccccc1S(=O)(=O)N(C)c1cccc2cc(C3=NCC(CC(=O)Nc4nnn[nH]4)S3)[nH]c12. The reactants are COc1ccccc1S(=O)(=O)N(C)c1cccc2cc(C3=NCC(CC(=O)O)S3)[nH]c12, CCN=C=NCCCN(C)C, CCOC(C)=O, CN(C)C=O, Cl, Nc1nnn[nH]1, On1nnc2ccccc21. RXN SMILES: [CH3:1][O:2][c:3]1[c:4]([S:9](=[O:10])(=[O:11])[N:12]([c:13]2[cH:14][cH:15][cH:16][c:17]3[cH:18][c:19]([C:22]4=[N:26][CH2:25][CH:24]([CH2:27][C:28](=[O:29])[OH:30])[S:23]4)[nH:20][c:21]23)[CH3:31])[cH:5][cH:6][cH:7][cH:8]1.[CH3:49][N:50]([CH3:51])[CH2:52][CH2:53][CH2:54][N:55]=[C:56]=[N:57][CH2:58][CH3:59].[CH3:60][CH2:61][O:62][C:63](=[O:64])[CH3:65].[CH3:66][N:67]([CH3:68])[CH:69]=[O:70].[ClH:48].[NH2:32][c:33]1[n:34][n:35][n:36][nH:37]1.[n:38]1([OH:39])[c:40]2[cH:41][cH:42][cH:43][cH:44][c:45]2[n:46][n:47]1>>[CH3:1][O:2][c:3]1[c:4]([S:9](=[O:10])(=[O:11])[N:12]([c:13]2[cH:14][cH:15][cH:16][c:17]3[cH:18][c:19]([C:22]4=[N:26][CH2:25][CH:24]([CH2:27][C:28](=[O:30])[NH:32][c:33]5[n:34][n:35][n:36][nH:37]5)[S:23]4)[nH:20][c:21]23)[CH3:31])[cH:5][cH:6][cH:7][cH:8]1. The reactants are ClC=1C=CC=2N(C1)C(=C(N2)C2=CC=C(C=C2)Cl)C=O (6-chloro-2-(4-chlorophenyl)imidazo[1,2-a]pyridine-3-carboxaldehyde), [H-].[Na+] (sodium hydride), O (Water), C(C)OP(=O)(OCC)CC(=O)OCC (Ethyl (diethoxyphosphinyl)acetate), [H-].[Na+] (sodium hydride). Solvent: COCCOC (1,2-dimethoxyethane), COCCOC (1,2-dimethoxyethane). Reaction conditions: time 1 hour. The product is ClC=1C=CC=2N(C1)C(=C(N2)C2=CC=C(C=C2)Cl)/C=C/C(=O)OCC ((E)-Ethyl 3-[6-Chloro-2-(4-chlorophenyl)imidazo[1,2-a]pyridin-3-yl]-2-propenoate). Isolated yield 47.8%. RXN SMILES: C(OP([CH2:9][C:10]([O:12][CH2:13][CH3:14])=[O:11])(OCC)=O)C.[H-].[Na+].[Cl:17][C:18]1[CH:19]=[CH:20][C:21]2[N:22]([C:24]([CH:34]=O)=[C:25]([C:27]3[CH:32]=[CH:31][C:30]([Cl:33])=[CH:29][CH:28]=3)[N:26]=2)[CH:23]=1.O>COCCOC>[Cl:17][C:18]1[CH:19]=[CH:20][C:21]2[N:22]([C:24](/[CH:34]=[CH:9]/[C:10]([O:12][CH2:13][CH3:14])=[O:11])=[C:25]([C:27]3[CH:32]=[CH:31][C:30]([Cl:33])=[CH:29][CH:28]=3)[N:26]=2)[CH:23]=1 |f:1.2|. Procedure details: Ethyl (diethoxyphosphinyl)acetate (0.44 mL, 0.50 g, 2.2 mmol) was added dropwise to a suspension of sodium hydride (60% in mineral oil, 98 mg, 2.5 mmol) in 1,2-dimethoxyethane (10 mL) and the mixture was stirred at room temperature for 1 h. A suspension of 6-chloro-2-(4-chlorophenyl)imidazo[1,2-a]pyridine-3-carboxaldehyde (Description 18, 650 mg, 2.2 mmol) in 1,2-dimethoxyethane (10 mL) was added and the mixture was stirred at room temperature for 1 h. Further sodium hydride (60% in mineral oil,...